This data is from the Open Reaction Database (ORD), a public repository of structured organic reaction records. The task is: describe an organic reaction: reactants, conditions, products, and yield Starting materials: CCCC[N+](CCCC)(CCCC)CCCC, C1COCCO1, C=CS(=O)(=O)c1ccc(N)cc1, O=C1CCC(=O)N1, [OH-]. Product: Nc1ccc(S(=O)(=O)CCN2C(=O)CCC2=O)cc1. Reaction SMILES: [CH2:21]([N+:22]([CH2:23][CH2:24][CH2:25][CH3:26])([CH2:27][CH2:28][CH2:29][CH3:30])[CH2:31][CH2:32][CH2:33][CH3:34])[CH2:35][CH2:36][CH3:37].[CH2:38]1[O:39][CH2:40][CH2:41][O:42][CH2:43]1.[CH:8](=[CH2:9])[S:10](=[O:11])(=[O:12])[c:13]1[cH:14][cH:15][c:16]([NH2:19])[cH:17][cH:18]1.[O:1]=[C:2]1[CH2:3][CH2:4][C:5](=[O:6])[NH:7]1.[OH-:20]>>[O:1]=[C:2]1[CH2:3][CH2:4][C:5](=[O:6])[N:7]1[CH2:9][CH2:8][S:10](=[O:11])(=[O:12])[c:13]1[cH:14][cH:15][c:16]([NH2:19])[cH:17][cH:18]1. Reactants: NC1=C2C(=NC=N1)N(N=C2C2=CC(=C(C=C2)NC(=O)C=2N(C1=CC=CC=C1C2)C)OC)C2CCNCC2 (N2-{4-[4-amino-1-(4-piperidyl)-1H-pyrazolo[3,4-d]pyrimidin-3-yl]-2-methoxyphenyl}-1-methyl-1H-2-indolecarboxamide), C(C)=O (acetaldehyde), C(C)(=O)O[BH-](OC(C)=O)OC(C)=O.[Na+] (sodium triacetoxyborohydride). The solvent is ClCCCl (1,2-dichloroethane). Run at time 8 hour. Yields the product NC1=C2C(=NC=N1)N(N=C2C2=CC(=C(C=C2)NC(=O)C=2N(C1=CC=CC=C1C2)C)OC)C2CCN(CC2)CC (N2-{4-[4-amino-1-(1-ethyl-4-piperidyl)-1H-pyrazolo[3,4-d]pyrimidin-3-yl]-2-methoxyphenyl}-1-methyl-1H-2-indolecarboxamide). Yield: 93.6%. RXN SMILES: [NH2:1][C:2]1[N:7]=[CH:6][N:5]=[C:4]2[N:8]([CH:32]3[CH2:37][CH2:36][NH:35][CH2:34][CH2:33]3)[N:9]=[C:10]([C:11]3[CH:16]=[CH:15][C:14]([NH:17][C:18]([C:20]4[N:21]([CH3:29])[C:22]5[C:27]([CH:28]=4)=[CH:26][CH:25]=[CH:24][CH:23]=5)=[O:19])=[C:13]([O:30][CH3:31])[CH:12]=3)[C:3]=12.[CH:38](=O)[CH3:39].C(O[BH-](OC(=O)C)OC(=O)C)(=O)C.[Na+]>ClCCCl>[NH2:1][C:2]1[N:7]=[CH:6][N:5]=[C:4]2[N:8]([CH:32]3[CH2:37][CH2:36][N:35]([CH2:38][CH3:39])[CH2:34][CH2:33]3)[N:9]=[C:10]([C:11]3[CH:16]=[CH:15][C:14]([NH:17][C:18]([C:20]4[N:21]([CH3:29])[C:22]5[C:27]([CH:28]=4)=[CH:26][CH:25]=[CH:24][CH:23]=5)=[O:19])=[C:13]([O:30][CH3:31])[CH:12]=3)[C:3]=12 |f:2.3|. Procedure details: N2-{4-[4-amino-1-(4-piperidyl)-1H-pyrazolo[3,4-d]pyrimidin-3-yl]-2-methoxyphenyl}-1-methyl-1H-2-indolecarboxamide (250 mg, 0.503 mmol), acetaldehyde (44 mg, 1.007 mmol) and sodium triacetoxyborohydride (212 mg, 1.007 mmol) were mixed in 1,2-dichloroethane (6 mL). The reaction mixture was stirred at room temperature overnight. The solvent was removed and the residue was purified by reverse phase preparative HPLC using acetonitrile/water (50 mM ammonium acetate buffer) as mobile phase to give N2-{...